describe an organic reaction: reactants, conditions, products, and yield From a dataset of the Open Reaction Database (ORD), a public repository of structured organic reaction records. The reactants are CO (methanol), [Na+].[SH-] (sodium mercaptide), ClC1=C(N=C(C(=N1)Cl)Cl)Cl (tetrachloropyrazine), CO (methanol), O (water). Conditions: time 8 hour. The product is ClC=1C(=NC(=C(N1)Cl)Cl)SC (3,5,6-Trichloro-2-methylthiopyrazine). As a reaction SMILES: [Cl:1][C:2]1[N:7]=[C:6]([Cl:8])[C:5]([Cl:9])=[N:4][C:3]=1Cl.[Na+].[SH-:12].O.[CH3:14]O>>[Cl:1][C:2]1[C:3]([S:12][CH3:14])=[N:4][C:5]([Cl:9])=[C:6]([Cl:8])[N:7]=1 |f:1.2|. Procedure: A solution was prepared by dissolving 25 grams (0.115 mole) of tetrachloropyrazine in 300 milliliters of methanol. To this solution was added over a 90 minute period, a solution of 115 milliliters of ~1.0 molar sodium mercaptide in methanol. The temperature was maintained below 20° C during the addition. The reaction mixture was stirred at room temperature overnight and thereafter poured into 400 milliliters of water. The precipitate which formed was removed by filtration and recrystallized from... Reactants: BrC1=CC(=C2N=CC=NC2=C1)O[Si](C)(C)C(C)(C)C (7-bromo-5-((tert-butyldimethylsilyl)oxy)quinoxaline), N1CCOCC1 (morpholine), (rac)-BINAP, C([O-])([O-])=O.[Cs+].[Cs+] (cesium carbonate). The reagents and catalysts are C=1C=CC(=CC1)/C=C/C(=O)/C=C/C2=CC=CC=C2.C=1C=CC(=CC1)/C=C/C(=O)/C=C/C2=CC=CC=C2.C=1C=CC(=CC1)/C=C/C(=O)/C=C/C2=CC=CC=C2.[Pd].[Pd] (Pd2(dba)3). Solvent: C1(=CC=CC=C1)C (toluene). Conditions: temperature 100 celsius. Product: O1CCN(CC1)C=1C=C(C=2N=CC=NC2C1)O (7-morpholinoquinoxalin-5-ol). Reaction SMILES: Br[C:2]1[CH:11]=[C:10]2[C:5]([N:6]=[CH:7][CH:8]=[N:9]2)=[C:4]([O:12][Si](C(C)(C)C)(C)C)[CH:3]=1.[NH:20]1[CH2:25][CH2:24][O:23][CH2:22][CH2:21]1.C(=O)([O-])[O-].[Cs+].[Cs+]>C1(C)C=CC=CC=1.C1C=CC(/C=C/C(/C=C/C2C=CC=CC=2)=O)=CC=1.C1C=CC(/C=C/C(/C=C/C2C=CC=CC=2)=O)=CC=1.C1C=CC(/C=C/C(/C=C/C2C=CC=CC=2)=O)=CC=1.[Pd].[Pd]>[O:23]1[CH2:24][CH2:25][N:20]([C:2]2[CH:3]=[C:4]([OH:12])[C:5]3[N:6]=[CH:7][CH:8]=[N:9][C:10]=3[CH:11]=2)[CH2:21][CH2:22]1 |f:2.3.4,6.7.8.9.10|. Procedure details: As shown in step 6-vii of Scheme 6, a mixture of 7-bromo-5-((tert-butyldimethylsilyl)oxy)quinoxaline (700 mg, 2.06 mmol), morpholine (270 mg, 270 μL, 3.09 mmol), Pd2(dba)3 (94.50 mg, 0.1032 mmol), (rac)-BINAP (129 mg, 0.206 mmol), cesium carbonate (2.02 g, 6.19 mmol) in toluene (7 mL) was flushed with nitrogen for 10 minutes. The mixture was then heated overnight at 100° C. After cooling, the reaction mixture was diluted with EtOAc, filtered through a layer of diatomaceous earth, concentrated un... Product: CC1=CC=C(C=C1)C(C(F)(F)F)(C(F)(F)F)C1=CC=C(C=C1)C (2,2-bis-(4-methylphenyl)hexafluoropropane). Reported procedure: It has been disclosed in U.S. Pat. No. 3,310,573 to react toluene with hexafluoroacetone in the presence of hydrofluoric acid to give 2,2-bis-(4-methylphenyl)hexafluoropropane (2). This is oxidized to the dicarboxylic acid (3) using chromium(III) oxide, which is subsequently converted into the 2,2-bis-(4-aminophenyl)hexafluoropropane (4) by a Schmidt reaction using sodium azide/sulfuric acid. In the next reaction steps, this compound is acetylated using acetic anhydride and then nitrated in the ... As a reaction SMILES: [F:1][C:2]([F:10])([F:9])[C:3]([C:5]([F:8])([F:7])[F:6])=O.F.[C:12]1([CH3:18])[CH:17]=[CH:16][CH:15]=[CH:14][CH:13]=1>>[CH3:18][C:12]1[CH:17]=[CH:16][C:15]([C:3]([C:15]2[CH:16]=[CH:17][C:12]([CH3:18])=[CH:13][CH:14]=2)([C:5]([F:8])([F:7])[F:6])[C:2]([F:10])([F:9])[F:1])=[CH:14][CH:13]=1. Reactants: FC(C(=O)C(F)(F)F)(F)F (hexafluoroacetone), F (hydrofluoric acid), C1(=CC=CC=C1)C (toluene).